This data is from the Open Reaction Database (ORD), a public repository of structured organic reaction records. The task is: describe an organic reaction: reactants, conditions, products, and yield Starting materials: CC(C)N, CCO, CN(C)C(=O)Nc1ccc(OCC2CO2)c(Cl)c1. The product is CC(C)NCC(O)COc1ccc(NC(=O)N(C)C)cc1Cl. As a reaction SMILES: [CH3:19][CH:20]([CH3:21])[NH2:22].[CH3:23][CH2:24][OH:25].[Cl:1][c:2]1[c:3]([O:4][CH2:5][CH:6]2[CH2:7][O:8]2)[cH:9][cH:10][c:11]([NH:13][C:14](=[O:15])[N:16]([CH3:17])[CH3:18])[cH:12]1>>[Cl:1][c:2]1[c:3]([O:4][CH2:5][CH:6]([CH2:7][NH:22][CH:20]([CH3:19])[CH3:21])[OH:8])[cH:9][cH:10][c:11]([NH:13][C:14](=[O:15])[N:16]([CH3:17])[CH3:18])[cH:12]1.